This data is from the Open Reaction Database (ORD), a public repository of structured organic reaction records. The task is: describe an organic reaction: reactants, conditions, products, and yield Reactants: CC1=NOC(=C1C1=CC=C2C=3N([C@H](COC31)C3=NC=CC=C3)C(=N2)C=C)C ((4S)-7-(3,5-Dimethylisoxazol-4-yl)-4-pyridin-2-yl-2-vinyl-4,5-dihydroimidazo[1,5,4-de][1,4]benzoxazine), C(C)(C)(C)O (tert-butyl alcohol), S(=O)([O-])[O-].[Na+].[Na+] (sodium sulfite). Run in O (water). Conditions: time 8 hour. Product: CC1=NOC(=C1C1=CC=C2C=3N([C@H](COC31)C3=NC=CC=C3)C(=N2)[C@H](CO)O)C ((1R)-1-[(4S)-7-(3,5-Dimethylisoxazol-4-yl)-4-pyridin-2-yl-4,5-dihydroimidazo[1,5,4-de][1,4]benzoxazin-2-yl]ethane-1,2-diol). Isolated yield 50.0%. As a reaction SMILES: [CH3:1][C:2]1[C:6]([C:7]2[C:16]3[O:15][CH2:14][C@H:13]([C:17]4[CH:22]=[CH:21][CH:20]=[CH:19][N:18]=4)[N:12]4C(C=C)=[N:24][C:10]([C:11]=34)=[CH:9][CH:8]=2)=[C:5]([CH3:27])[O:4][N:3]=1.S([O-])([O-])=[O:29].[Na+].[Na+].[C:34]([OH:38])([CH3:37])([CH3:36])C>O>[CH3:1][C:2]1[C:6]([C:7]2[C:16]3[O:15][CH2:14][C@H:13]([C:17]4[CH:22]=[CH:21][CH:20]=[CH:19][N:18]=4)[N:12]4[C:36]([C@@H:34]([OH:38])[CH2:37][OH:29])=[N:24][C:10]([C:11]=34)=[CH:9][CH:8]=2)=[C:5]([CH3:27])[O:4][N:3]=1 |f:1.2.3|. Reported procedure: (4S)-7-(3,5-Dimethylisoxazol-4-yl)-4-pyridin-2-yl-2-vinyl-4,5-dihydroimidazo[1,5,4-de][1,4]benzoxazine (40 mg, 0.1 mmol) was dissolved in tert-butyl alcohol (4 mL) and water (4 mL). To the resulting solution, the mixture of A-D mixβ (300 mg, 0.7 mmol) [Aldrich, cat. #392766] was added at room temperature. The resulting mixture was stirred overnight. Saturated aqueous sodium sulfite (2 mL) was added and the suspension was stirred for 15 min at room temperature. The mixture was then extracted with... Starting materials: CCn1c(C(=O)N(C2CC2)C2CC2)cc2c3c(ncn3C)c(NC(=S)NC(=O)c3ccccc3)nc21, CCO, [Na+], [OH-]. Product: CCn1c(C(=O)N(C2CC2)C2CC2)cc2c3c(ncn3C)c(NC(N)=S)nc21. Reaction SMILES: [C:1](=[O:2])([c:3]1[cH:4][cH:5][cH:6][cH:7][cH:8]1)[NH:9][C:10]([NH:11][c:12]1[c:13]2[c:14]([c:15]3[c:16]([n:17]1)[n:18]([CH2:30][CH3:31])[c:19]([C:21](=[O:22])[N:23]([CH:24]1[CH2:25][CH2:26]1)[CH:27]1[CH2:28][CH2:29]1)[cH:20]3)[n:32]([CH3:35])[cH:33][n:34]2)=[S:36].[CH3:39][CH2:40][OH:41].[Na+:38].[OH-:37]>>[NH2:9][C:10]([NH:11][c:12]1[c:13]2[c:14]([c:15]3[c:16]([n:17]1)[n:18]([CH2:30][CH3:31])[c:19]([C:21](=[O:22])[N:23]([CH:24]1[CH2:25][CH2:26]1)[CH:27]1[CH2:28][CH2:29]1)[cH:20]3)[n:32]([CH3:35])[cH:33][n:34]2)=[S:36]. The reactants are [BH4-].[Na+] (sodium borohydride), O (water), NC1=C(N=C2N1C=CC1=CC=C(C=C21)OC)C2=C(C=CC=C2)C (3-amino-9-methoxy-2-(2-methylphenyl)imidazo[2,1-a]isoquinoline), NC1=C(N=C2N1C=CC1=CC=C(C=C21)OC)C2=C(C=CC=C2)C (3-amino-9-methoxy-2-(2-methylphenyl)imidazo[2,1-a]isoquinoline), C(C)=O (acetaldehyde). Solvent: C(C)O (ethanol). Reaction conditions: time 3 hour. The product is C(C)NC1=C(N=C2N1C=CC1=CC=C(C=C21)OC)C2=C(C=CC=C2)C (3-Ethylamino-9-methoxy-2-(2-methylphenyl)imidazo[2,1-a]isoquinoline). As a reaction SMILES: [NH2:1][C:2]1[N:6]2[CH:7]=[CH:8][C:9]3[C:14]([C:5]2=[N:4][C:3]=1[C:17]1[CH:22]=[CH:21][CH:20]=[CH:19][C:18]=1[CH3:23])=[CH:13][C:12]([O:15][CH3:16])=[CH:11][CH:10]=3.[CH:24](=O)[CH3:25].[BH4-].[Na+].O>C(O)C>[CH2:24]([NH:1][C:2]1[N:6]2[CH:7]=[CH:8][C:9]3[C:14]([C:5]2=[N:4][C:3]=1[C:17]1[CH:22]=[CH:21][CH:20]=[CH:19][C:18]=1[CH3:23])=[CH:13][C:12]([O:15][CH3:16])=[CH:11][CH:10]=3)[CH3:25] |f:2.3|. Procedure details: To a solution of 5 g of 3-amino-9-methoxy-2-(2-methylphenyl)imidazo[2,1-a]isoquinoline (Compound 26) in 100 ml of ethanol was added 3.0 ml of acetaldehyde, and the mixture was stirred at room temperature for 3 hours. After 3.3 g of sodium borohydride was added to the mixture and refluxed for 2 hours, the reaction mixture was poured into water, and extracted with ethyl acetate. The extract was washed with saturated saline, and dried over anhydrous magnesium sulfate. The drying agent was removed b...